The task is: describe an organic reaction: reactants, conditions, products, and yield. This data is from the Open Reaction Database (ORD), a public repository of structured organic reaction records. Reactants: CN(C)CCNS(=O)(=O)c1ccccc1, O=[N+]([O-])c1ccc(F)cc1, [H-], [Na+], CN(C)C=O, O. Product: CN(C)CCN(c1ccc([N+](=O)[O-])cc1)S(=O)(=O)c1ccccc1. As a reaction SMILES: [CH3:1][N:2]([CH2:3][CH2:4][NH:5][S:6](=[O:7])(=[O:8])[c:9]1[cH:10][cH:11][cH:12][cH:13][cH:14]1)[CH3:15].[F:18][c:19]1[cH:20][cH:21][c:22]([N+:25](=[O:26])[O-:27])[cH:23][cH:24]1.[H-:16].[Na+:17].[O:29]=[CH:30][N:31]([CH3:32])[CH3:33].[OH2:28]>>[CH3:1][N:2]([CH2:3][CH2:4][N:5]([S:6](=[O:7])(=[O:8])[c:9]1[cH:10][cH:11][cH:12][cH:13][cH:14]1)[c:19]1[cH:20][cH:21][c:22]([N+:25](=[O:26])[O-:27])[cH:23][cH:24]1)[CH3:15]. The reactants are [OH-].[K+] (potassium hydroxide), C(C(F)(F)F)O (trifluoroethanol), resultant solution, FC1=C(C=C(C(=C1)F)Cl)[N+](=O)[O-] (2,4-difluoro-5-chloronitrobenzene). The solvent is CS(=O)C (dimethyl sulfoxide), CS(=O)C (dimethyl sulfoxide). Product: FC1=C(C=C(C(=C1)OCC(F)(F)F)Cl)[N+](=O)[O-] (2-Fluoro-4-(2,2,2-trifluoroethoxy)-5-chloronitrobenzene). RXN SMILES: [OH-].[K+].[CH2:3]([OH:8])[C:4]([F:7])([F:6])[F:5].[F:9][C:10]1[CH:15]=[C:14](F)[C:13]([Cl:17])=[CH:12][C:11]=1[N+:18]([O-:20])=[O:19]>CS(C)=O>[F:9][C:10]1[CH:15]=[C:14]([O:8][CH2:3][C:4]([F:7])([F:6])[F:5])[C:13]([Cl:17])=[CH:12][C:11]=1[N+:18]([O-:20])=[O:19] |f:0.1|. Reported procedure: 22.5 g of 88% potassium hydroxide are suspended in 120 ml of dimethyl sulfoxide. With stirring, 40 g of trifluoroethanol are added dropwise to this suspension. Then, also with stirring, the resultant solution is added dropwise at room temperature to a solution of 96.8 g of 2,4-difluoro-5-chloronitrobenzene in 150 ml of dimethyl sulfoxide. When the addition is complete, the reaction mixture is stirred for a further 2 hours at room temperature. The reaction mixture is then concentrated, the crude ... Reactants: CNC(CC1N(CCCC1)CC1=CC=C(C=C1)F)=O (N-methyl-2-[1-(p-fluorobenzyl)-2-piperidyl]acetamide), [H-].[Al+3].[Li+].[H-].[H-].[H-] (lithium aluminum hydride), N (ammonia). The solvent is C1CCOC1 (THF), C1CCOC1 (THF). Conditions: time 20 minute. Product: CNCCC1N(CCCC1)CC1=CC=C(C=C1)F (2-(2-methylaminoethyl)-1-(p-fluorobenzyl)piperidine). The yield is 80.6%. As a reaction SMILES: [H-].[Al+3].[Li+].[H-].[H-].[H-].[CH3:7][NH:8][C:9](=O)[CH2:10][CH:11]1[CH2:16][CH2:15][CH2:14][CH2:13][N:12]1[CH2:17][C:18]1[CH:23]=[CH:22][C:21]([F:24])=[CH:20][CH:19]=1.N>C1COCC1>[CH3:7][NH:8][CH2:9][CH2:10][CH:11]1[CH2:16][CH2:15][CH2:14][CH2:13][N:12]1[CH2:17][C:18]1[CH:19]=[CH:20][C:21]([F:24])=[CH:22][CH:23]=1 |f:0.1.2.3.4.5|. Procedure details: To a suspension of lithium aluminum hydride (243 mg, 6.40 mmol) in THF (10 ml) was added dropwise under ice-cooling a solution of N-methyl-2-[1-(p-fluorobenzyl)-2-piperidyl]acetamide (1.13 g, 4.26 mmol) in THF (20 ml). The mixture was stirred for 20 minutes and then heated under reflux for 1.5 hours. To the reaction mixture was added dropwise under ice-cooling aqueous ammonia (20 ml) and the mixture was stirred at room temperature for 3 hours. Then, it was filtered with Celite and the aqueous la...